This data is from the Open Reaction Database (ORD), a public repository of structured organic reaction records. The task is: describe an organic reaction: reactants, conditions, products, and yield Reactants: O (water), OC(C(=O)O)C1=CC=CC=C1 (hydroxyphenylacetic acid), C1(CC(C(CC1)C(C)C)O)C ((-)-menthol), C=1(C(=CC=CC1)S(=O)(=O)O)C (toluenesulphonic acid). Run in C1(=CC=CC=C1)C (toluene). The product is OC(C(=O)OC1CC(CCC1C(C)C)C)C1=CC=CC=C1 ((-)-Menthyl hydroxyphenylacetate). Reaction SMILES: [OH:1][CH:2]([C:6]1[CH:11]=[CH:10][CH:9]=[CH:8][CH:7]=1)[C:3]([OH:5])=[O:4].[CH:12]1([CH3:22])[CH2:17][CH2:16][CH:15]([CH:18]([CH3:20])[CH3:19])[CH:14](O)[CH2:13]1.C1(C)C(S(O)(=O)=O)=CC=CC=1.O>C1(C)C=CC=CC=1>[OH:1][CH:2]([C:6]1[CH:11]=[CH:10][CH:9]=[CH:8][CH:7]=1)[C:3]([O:5][CH:14]1[CH:15]([CH:18]([CH3:20])[CH3:19])[CH2:16][CH2:17][CH:12]([CH3:22])[CH2:13]1)=[O:4]. Procedure details: 2.1 kg of hydroxyphenylacetic acid are esterified with 2.5 kg of (-)-menthol in 15 l of boiling toluene with the addition of 40 g of toluenesulphonic acid; the water of reaction is removed from circulation in a water separator. When water is no longer separated, the mixture is cooled, washed with 4 l of saturated NaHCO3 and twice with 4 l of water and concentrated to dryness in vacuo. The title compound is obtained as an oily residue. Reactants: C(C)(C)(C)OC(=O)N1C=NC2=C1C=CC=C2NC(=O)C2=C(C=C(C(=O)N(C)C1=C(C=CC=C1)C=1OCC(N1)(C)C)C=C2)OC (4-[N-[1-[(tert-butyl)oxycarbonyl]benzimidazol-4-yl]carbamoyl]-N-[2-[4,4-dimethyl(2,5-oxazolinyl)]phenyl]-3-methoxy-N-methylbenzamide), FC(C(=O)O)(F)F (trifluoroacetic acid). The solvent is ClCCl (dichloromethane). Conditions: time 3 hour. Yields the product N1C=NC2=C1C=CC=C2NC(=O)C2=C(C=C(C(=O)N(C)C1=C(C=CC=C1)C=1OCC(N1)(C)C)C=C2)OC (4-[N-(1H-benzimidazol-4-yl)carbamoyl]-N-[2-[4,4-dimethyl(2,5-oxazolinyl)]phenyl]-3-methoxy-N-methylbenzamide). The yield is 87.1%. Reaction SMILES: C(OC([N:8]1[C:12]2[CH:13]=[CH:14][CH:15]=[C:16]([NH:17][C:18]([C:20]3[CH:42]=[CH:41][C:23]([C:24]([N:26]([C:28]4[CH:33]=[CH:32][CH:31]=[CH:30][C:29]=4[C:34]4[O:35][CH2:36][C:37]([CH3:40])([CH3:39])[N:38]=4)[CH3:27])=[O:25])=[CH:22][C:21]=3[O:43][CH3:44])=[O:19])[C:11]=2[N:10]=[CH:9]1)=O)(C)(C)C.FC(F)(F)C(O)=O>ClCCl>[NH:8]1[C:12]2[CH:13]=[CH:14][CH:15]=[C:16]([NH:17][C:18]([C:20]3[CH:42]=[CH:41][C:23]([C:24]([N:26]([C:28]4[CH:33]=[CH:32][CH:31]=[CH:30][C:29]=4[C:34]4[O:35][CH2:36][C:37]([CH3:40])([CH3:39])[N:38]=4)[CH3:27])=[O:25])=[CH:22][C:21]=3[O:43][CH3:44])=[O:19])[C:11]=2[N:10]=[CH:9]1. Reported procedure: To a solution of 4-[N-[1-[(tert-butyl)oxycarbonyl]benzimidazol-4-yl]carbamoyl]-N-[2-[4,4-dimethyl(2,5-oxazolinyl)]phenyl]-3-methoxy-N-methylbenzamide (400 mg) in dichloromethane (10 ml) was added trifluoroacetic acid (4 ml). The mixture was stirred at ambient temperature for 3 hours. The reaction mixture was concentrated in vacuo and the residue was diluted with a mixture of chloroform and saturated aqueous sodium bicarbonate solution. The organic layer was separated and washed with water and br... Starting materials: COC1=C(C=C(C(=O)C2=CC=C(C=C2)OC)C=C1)C (4,4'-dimethoxy-3-methylbenzophenone), [C-]#N.[K+] (potassium cyanide), C(O)([O-])=O.[NH4+] (ammonium hydrogencarbonate), C(=O)N (formamide), Cl (hydrochloric acid). Run in O (water), O (water). Conditions: time 72 hour. Product: COC1=C(C=C(C=C1)C1(C(NC(N1)=O)=O)C1=CC=C(C=C1)OC)C (5-(4-methoxy-3-methylphenyl)-5-(4-methoxyphenyl)-hydantoin). As a reaction SMILES: [CH3:1][O:2][C:3]1[CH:18]=[CH:17][C:6]([C:7]([C:9]2[CH:14]=[CH:13][C:12]([O:15][CH3:16])=[CH:11][CH:10]=2)=O)=[CH:5][C:4]=1[CH3:19].[C-]#[N:21].[K+].[C:23](=[O:26])([O-])O.[NH4+].[CH:28]([NH2:30])=[O:29].Cl>O>[CH3:1][O:2][C:3]1[CH:18]=[CH:17][C:6]([C:7]2([C:9]3[CH:14]=[CH:13][C:12]([O:15][CH3:16])=[CH:11][CH:10]=3)[NH:21][C:28](=[O:29])[NH:30][C:23]2=[O:26])=[CH:5][C:4]=1[CH3:19] |f:1.2,3.4|. Procedure details: 34.5 Grams of 4,4'-dimethoxy-3-methylbenzophenone, 66.7 g of potassium cyanide and 232.2 g of ammonium hydrogencarbonate were heated to 120° C. together with 500 ml. of formamide and 100 ml. of water with stirring in an autoclave. After 72 hours, the reaction liquid was made acidic with concentrated hydrochloric acid, mixed with water and allowed to stand overnight. The precipitates thus formed were filtered out. The precipitates were dissolved in acetone, decolorized by active carbon under heat...